From a dataset of the Open Reaction Database (ORD), a public repository of structured organic reaction records. describe an organic reaction: reactants, conditions, products, and yield The reactants are CCCN, CO, CC#N, CCN(C(C)C)C(C)C, O=C(Cl)c1ccc2nc(-c3c(Cl)cccc3Cl)[nH]c2c1, Cl. Yields the product CCCNC(=O)c1ccc2nc(-c3c(Cl)cccc3Cl)[nH]c2c1. Reaction SMILES: [CH2:22]([CH2:23][CH3:24])[NH2:25].[CH3:35][OH:36].[CH3:37][C:38]#[N:39].[CH:26]([N:27]([CH2:28][CH3:29])[CH:30]([CH3:31])[CH3:32])([CH3:33])[CH3:34].[Cl:2][c:3]1[c:4](-[c:10]2[nH:11][c:12]3[c:13]([n:14]2)[cH:15][cH:16][c:17]([C:19](=[O:20])[Cl:21])[cH:18]3)[c:5]([Cl:9])[cH:6][cH:7][cH:8]1.[ClH:1]>>[Cl:2][c:3]1[c:4](-[c:10]2[nH:11][c:12]3[c:13]([n:14]2)[cH:15][cH:16][c:17]([C:19](=[O:20])[NH:25][CH2:22][CH2:23][CH3:24])[cH:18]3)[c:5]([Cl:9])[cH:6][cH:7][cH:8]1. Reactants: NC=1C=C(C=CC1)C1=CC=CC=2C=C(OC21)C(=O)N[C@H]2CN1CCC2CC1 (7-(3-aminophenyl)-N-[(3R)-1-azabicyclo[2.2.2]oct-3-yl]-1-benzofuran-2-carboxamide), C1(CCCC1)C(=O)Cl (cyclopentanecarbonyl chloride). Yields the product Cl.N12C[C@@H](C(CC1)CC2)NC(=O)C=2OC1=C(C2)C=CC=C1C1=CC(=CC=C1)NC(=O)C1CCCC1 (N-[(3R)-1-Azabicyclo[2.2.2]oct-3-yl]-7-{3-[(cyclopentylcarbonyl)amino]phenyl}-1-benzofuran-2-carboxamide hydrochloride). Reaction SMILES: [NH2:1][C:2]1[CH:3]=[C:4]([C:8]2[C:16]3[O:15][C:14]([C:17]([NH:19][C@@H:20]4[CH:25]5[CH2:26][CH2:27][N:22]([CH2:23][CH2:24]5)[CH2:21]4)=[O:18])=[CH:13][C:12]=3[CH:11]=[CH:10][CH:9]=2)[CH:5]=[CH:6][CH:7]=1.[CH:28]1([C:33]([Cl:35])=[O:34])[CH2:32][CH2:31][CH2:30][CH2:29]1>>[ClH:35].[N:22]12[CH2:23][CH2:24][CH:25]([CH2:26][CH2:27]1)[C@@H:20]([NH:19][C:17]([C:14]1[O:15][C:16]3[C:8]([C:4]4[CH:5]=[CH:6][CH:7]=[C:2]([NH:1][C:33]([CH:28]5[CH2:32][CH2:31][CH2:30][CH2:29]5)=[O:34])[CH:3]=4)=[CH:9][CH:10]=[CH:11][C:12]=3[CH:13]=1)=[O:18])[CH2:21]2 |f:2.3|. Procedure: 50 mg (0.14 mmol) of 7-(3-aminophenyl)-N-[(3R)-1-azabicyclo[2.2.2]oct-3-yl]-1-benzofuran-2-carboxamide (Example 114) and 36.7 mg (0.28 mmol) of cyclopentanecarbonyl chloride are reacted together by general method F. 33.2 mg (45.1% of theory) of the title compound are obtained.